The task is: describe an organic reaction: reactants, conditions, products, and yield. This data is from the Open Reaction Database (ORD), a public repository of structured organic reaction records. Reactants: CN1C(=O)NC2CCCC21, Clc1ccc(C#Cc2ccccc2)nn1, [H-], [Na+], CN(C)C=O. Product: CN1C(=O)N(c2ccc(C#Cc3ccccc3)nn2)C2CCCC21. RXN SMILES: [CH3:1][N:2]1[C:3](=[O:10])[NH:4][CH:5]2[CH:6]1[CH2:7][CH2:8][CH2:9]2.[Cl:13][c:14]1[n:15][n:16][c:17]([C:20]#[C:21][c:22]2[cH:23][cH:24][cH:25][cH:26][cH:27]2)[cH:18][cH:19]1.[H-:11].[Na+:12].[O:28]=[CH:29][N:30]([CH3:31])[CH3:32]>>[CH3:1][N:2]1[C:3](=[O:10])[N:4]([c:14]2[n:15][n:16][c:17]([C:20]#[C:21][c:22]3[cH:23][cH:24][cH:25][cH:26][cH:27]3)[cH:18][cH:19]2)[CH:5]2[CH:6]1[CH2:7][CH2:8][CH2:9]2. Starting materials: COc1ccc2oc(=O)c(NC(C)=O)cc2c1, Cl. The product is COc1ccc2oc(=O)c(N)cc2c1. As a reaction SMILES: [CH3:1][O:2][c:3]1[cH:4][cH:5][c:6]2[c:7]([cH:8][c:9]([NH:13][C:14](=[O:15])[CH3:16])[c:10](=[O:12])[o:11]2)[cH:17]1.[ClH:18]>>[CH3:1][O:2][c:3]1[cH:4][cH:5][c:6]2[c:7]([cH:8][c:9]([NH2:13])[c:10](=[O:12])[o:11]2)[cH:17]1. Starting materials: C(=O)[O-].[Na+] (sodium formate), N[C@@H](C)C(=O)O (L-Alanine), C([O-])([O-])=O.[K+].[K+] (potassium carbonate), C=1N=C(C2=C(N1)N(C=N2)[C@H]3[C@@H]([C@@H]([C@H](O3)COP(=O)(O)OP(=O)(O)OC[C@@H]4[C@H]([C@H]([C@@H](O4)N5C=CCC(=C5)C(=O)N)O)O)O)O)N (NAD), CC1=NC=C(C(=C1O)C=O)COP(=O)(O)O (pyridoxal-5-phosphate), OP(=O)([O-])[O-].[Na+].[Na+] (sodium phosphate dibasic), C(C1=CC=CC=C1)O[C@H]1COCCC1=O ((3S)-3-(benzyloxy)tetrahydro-4H-pyran-4-one). The solvent is O (water), C(C)(=O)OCC (ethyl acetate). Reaction conditions: time 15 hour. Product: C(C1=CC=CC=C1)O[C@H]1COCC[C@@H]1N ((3R,4S)-3-(benzyloxy)tetrahydro-2H-pyran-4-amine). RXN SMILES: [NH2:1][C@H](C(O)=O)C.C([O-])=O.[Na+].OP([O-])([O-])=O.[Na+].[Na+].C1N=C(N)C2N=CN([C@@H]3O[C@H](COP(OP(OC[C@H]4O[C@@H](N5C=C(C(N)=O)CC=C5)[C@H](O)[C@@H]4O)(O)=O)(O)=O)[C@@H](O)[C@H]3O)C=2N=1.CC1C(O)=C(C=O)C(COP(O)(O)=O)=CN=1.[CH2:78]([O:85][C@@H:86]1[C:91](=O)[CH2:90][CH2:89][O:88][CH2:87]1)[C:79]1[CH:84]=[CH:83][CH:82]=[CH:81][CH:80]=1.C(=O)([O-])[O-].[K+].[K+]>O.C(OCC)(=O)C>[CH2:78]([O:85][C@@H:86]1[C@@H:91]([NH2:1])[CH2:90][CH2:89][O:88][CH2:87]1)[C:79]1[CH:84]=[CH:83][CH:82]=[CH:81][CH:80]=1 |f:1.2,3.4.5,9.10.11|. Reported procedure: To a solution of L-Alanine (200 g, 2.24 mol), sodium formate (76.0 g, 1.12 mmol), and sodium phosphate dibasic (28.7 g, 202 mmol) in 2.25 L of water adjusted to pH 7.5 was added NAD (2.2 g, 3.21 mmol), pyridoxal-5-phosphate (2.2 g, 8.90 mmol), LDH (0.45 g, 0.22 mol), FDH (4.5 g, 0.20 mol), and TA P1G5 (4.5 g, 0.22 mol). After all the components were completely dissolved, (3S)-3-(benzyloxy)tetrahydro-4H-pyran-4-one (45 g, 0.22 mol) was added and the pH was adjusted to pH 7.25 with 6 NHCl and aged...